Dataset: the Open Reaction Database (ORD), a public repository of structured organic reaction records. Task: describe an organic reaction: reactants, conditions, products, and yield The reactants are Cl.C1(=CC=CC=C1)C1(C[C@@H]([C@@]([C@@H]2CNC[C@H]12)(O)C1=CC=CC=C1)O)C1=CC=CC=C1 ((3aS,4S,5S,7aS)-7,7-diphenyl-4-phenyl-perhydroisoindole-4,5-diol hydrochloride), COC1=C(C=CC=C1)CC(=O)O ((2-methoxyphenyl)-acetic acid). Product: C1(=CC=CC=C1)C1(C[C@@H]([C@@]([C@@H]2CN(C[C@H]12)C(CC1=C(C=CC=C1)OC)=O)(O)C1=CC=CC=C1)O)C1=CC=CC=C1 ((3aS,4S,5S,7aS)-7,7-diphenyl-4-phenyl-2-[(2-methoxyphenyl)-acetyl]-perhydroisoindole-4,5-diol). Isolated yield 63.3%. Reaction SMILES: Cl.[C:2]1([C:8]2([C:25]3[CH:30]=[CH:29][CH:28]=[CH:27][CH:26]=3)[C@@H:16]3[C@@H:12]([CH2:13][NH:14][CH2:15]3)[C@@:11]([C:18]3[CH:23]=[CH:22][CH:21]=[CH:20][CH:19]=3)([OH:17])[C@@H:10]([OH:24])[CH2:9]2)[CH:7]=[CH:6][CH:5]=[CH:4][CH:3]=1.[CH3:31][O:32][C:33]1[CH:38]=[CH:37][CH:36]=[CH:35][C:34]=1[CH2:39][C:40](O)=[O:41]>>[C:25]1([C:8]2([C:2]3[CH:7]=[CH:6][CH:5]=[CH:4][CH:3]=3)[C@@H:16]3[C@@H:12]([CH2:13][N:14]([C:40](=[O:41])[CH2:39][C:34]4[CH:35]=[CH:36][CH:37]=[CH:38][C:33]=4[O:32][CH3:31])[CH2:15]3)[C@@:11]([C:18]3[CH:23]=[CH:22][CH:21]=[CH:20][CH:19]=3)([OH:17])[C@@H:10]([OH:24])[CH2:9]2)[CH:30]=[CH:29][CH:28]=[CH:27][CH:26]=1 |f:0.1|. Procedure details: By working in accordance with Use Example 18, starting from 0.5 g of (3aS,4S,5S,7aS)-7,7-diphenyl-4-phenyl-perhydroisoindole-4,5-diol hydrochloride and 0.39 g of (2-methoxyphenyl)-acetic acid, 0.4 g of (3aS,4S,5S,7aS)-7,7-diphenyl-4-phenyl-2-[(2-methoxyphenyl)-acetyl]-perhydroisoindole-4,5-diol is obtained in the form of a white solid which melts with decomposition at 150° C. Starting materials: ClC1=CN=CC(=N1)C(=O)NC1=NN=NN1 (6-chloro-N-(1H-5-tetrazolyl) pyrazine-2-carboxamide), C(C)O (ethanol), Cl (hydrogen chloride). The solvent is CN1CCNCC1 (N-methylpiperazine). Yields the product O.Cl.CN1CCN(CC1)C1=CN=CC(=N1)C(=O)NC1=NN=NN1 (6-(4-Methyl-1-piperazinyl)-N-(1H-5-tetrazolyl)pyrazine-2-carboxamide hydrochloride hydrate). Reaction SMILES: [Cl:1][C:2]1[N:7]=[C:6]([C:8]([NH:10][C:11]2[NH:15][N:14]=[N:13][N:12]=2)=[O:9])[CH:5]=[N:4][CH:3]=1.Cl.[CH2:17](O)[CH3:18]>CN1CCNCC1>[OH2:9].[ClH:1].[CH3:5][N:4]1[CH2:18][CH2:17][N:7]([C:2]2[N:7]=[C:6]([C:8]([NH:10][C:11]3[NH:15][N:14]=[N:13][N:12]=3)=[O:9])[CH:5]=[N:4][CH:3]=2)[CH2:2][CH2:3]1 |f:4.5.6|. Procedure: To a suspension of 2.26 of 6-chloro-N-(1H-5-tetrazolyl) pyrazine-2-carboxamide in 30 ml of ethanol, 5.55 ml of N-methylpiperazine was added, and the mixture was refluxed for 6 hours. The reaction mixture was adjusted with ethanolic hydrogen chloride to pH 1. The precipitate was collected by filtration, and recrystalized from a mixture of dimethylsulfoxide and methanol affording 2.27 g of the desired compound as pale yellow crystals, m.p. 246°-250 ° C. (decomp.). The reactants are O1C(=CC=C1)C(=O)SCC(=O)N (2-(2-furoylthio)acetamide), ice water, C(C)(=O)OC(C)=O (acetic anhydride), C(C)(=O)Cl (acetyl chloride). Product: C(C)(=O)NC(CSC(=O)C=1OC=CC1)=O (N-acetyl-2-(2-furoylthio)acetamide). RXN SMILES: [O:1]1[CH:5]=[CH:4][CH:3]=[C:2]1[C:6]([S:8][CH2:9][C:10]([NH2:12])=[O:11])=[O:7].[C:13](OC(=O)C)(=[O:15])[CH3:14].C(Cl)(=O)C>>[C:13]([NH:12][C:10](=[O:11])[CH2:9][S:8][C:6]([C:2]1[O:1][CH:5]=[CH:4][CH:3]=1)=[O:7])(=[O:15])[CH3:14]. Procedure details: A reaction mixture comprising 2.8 g. of the product of Step A above, 30 ml. of acetic anhydride and 2 ml. of acetyl chloride, was heated on a steambath for 6 hours. The reaction mixture was then cooled and poured into ice water, giving a gummy solid after about 15 minutes. The product was filtered and air dried to yield 1.1 g. This was recrystallized from toluene to yield 0.65 g., m.p. 103°-105° C. Reactants: CCCCBr, CO, NCC(=O)O, [Na+], [OH-], O. Yields the product CCCCNCC(=O)O. As a reaction SMILES: [CH2:8]([CH2:9][CH2:10][CH3:11])[Br:12].[CH3:13][OH:14].[NH2:3][CH2:4][C:5](=[O:6])[OH:7].[Na+:2].[OH-:1].[OH2:15]>>[NH:3]([CH2:4][C:5](=[O:6])[OH:7])[CH2:8][CH2:9][CH2:10][CH3:11].